From a dataset of the Open Reaction Database (ORD), a public repository of structured organic reaction records. describe an organic reaction: reactants, conditions, products, and yield Reactants: CC1CC(O)c2ncnc(N3CCN(C(=O)C(c4ccc(Cl)cc4)C4CCCN4C(=O)OC(C)(C)C)CC3)c21, Cl, C1COCCO1. Product: CC1CC(O)c2ncnc(N3CCN(C(=O)C(c4ccc(Cl)cc4)C4CCCN4)CC3)c21. As a reaction SMILES: [Cl:1][c:2]1[cH:3][cH:4][c:5]([CH:8]([C:9](=[O:10])[N:11]2[CH2:12][CH2:13][N:14]([c:17]3[c:18]4[c:19]([n:20][cH:21][n:22]3)[CH:23]([OH:27])[CH2:24][CH:25]4[CH3:26])[CH2:15][CH2:16]2)[CH:28]2[N:29]([C:33]([O:34][C:35]([CH3:36])([CH3:37])[CH3:38])=[O:39])[CH2:30][CH2:31][CH2:32]2)[cH:6][cH:7]1.[ClH:40].[O:41]1[CH2:42][CH2:43][O:44][CH2:45][CH2:46]1>>[Cl:1][c:2]1[cH:3][cH:4][c:5]([CH:8]([C:9](=[O:10])[N:11]2[CH2:12][CH2:13][N:14]([c:17]3[c:18]4[c:19]([n:20][cH:21][n:22]3)[CH:23]([OH:27])[CH2:24][CH:25]4[CH3:26])[CH2:15][CH2:16]2)[CH:28]2[NH:29][CH2:30][CH2:31][CH2:32]2)[cH:6][cH:7]1. Yields the product CC(=CCO)c1c(CO[SiH](c2ccccc2)c2ccccc2)cc(C)c(C(C)(C)C)c1C. Reaction SMILES: [C:1]([CH3:2])([CH3:3])([CH3:4])[c:5]1[c:6]([CH3:51])[c:7]([C:27](=[CH:28][CH2:29][O:30][C:31]([c:32]2[cH:33][cH:34][cH:35][cH:36][cH:37]2)([c:38]2[cH:39][cH:40][cH:41][cH:42][cH:43]2)[c:44]2[cH:45][cH:46][cH:47][cH:48][cH:49]2)[CH3:50])[c:8]([CH2:12][O:13][SiH:14]([c:15]2[cH:16][cH:17][cH:18][cH:19][cH:20]2)[c:21]2[cH:22][cH:23][cH:24][cH:25][cH:26]2)[cH:9][c:10]1[CH3:11].[CH3:52][C:53](=[O:54])[OH:55]>>[C:1]([CH3:2])([CH3:3])([CH3:4])[c:5]1[c:6]([CH3:51])[c:7]([C:27](=[CH:28][CH2:29][OH:30])[CH3:50])[c:8]([CH2:12][O:13][SiH:14]([c:15]2[cH:16][cH:17][cH:18][cH:19][cH:20]2)[c:21]2[cH:22][cH:23][cH:24][cH:25][cH:26]2)[cH:9][c:10]1[CH3:11]. Reactants: CC(=CCOC(c1ccccc1)(c1ccccc1)c1ccccc1)c1c(CO[SiH](c2ccccc2)c2ccccc2)cc(C)c(C(C)(C)C)c1C, CC(=O)O. The reactants are CN(C)C=O (DMF), CC(C#C)(C)C (3,3-dimethylbut-1-yne), C(C)(C)NC(C)C (diisopropylamine), BrC=1C=C2C(=NC1)OC1=CC=C(C=C1C21N=C(OC1)N)OC (3-bromo-7-methoxy-5′H-spiro[chromeno[2,3-b]pyridine-5,4′-oxazol]-2′-amine). The reagents and catalysts are [Cu]I (copper(i) iodide), C=1C=CC(=CC1)[P](C=2C=CC=CC2)(C=3C=CC=CC3)[Pd]([P](C=4C=CC=CC4)(C=5C=CC=CC5)C=6C=CC=CC6)([P](C=7C=CC=CC7)(C=8C=CC=CC8)C=9C=CC=CC9)[P](C=1C=CC=CC1)(C=1C=CC=CC1)C=1C=CC=CC1 (tetrakis(triphenylphosphine)palladium). Solvent: O (water), C(C)(=O)OCC (ethyl acetate). Conditions: temperature 90 celsius. Yields the product CC(C#CC=1C=C2C(=NC1)OC1=CC=C(C=C1C21N=C(OC1)N)OC)(C)C (3-(3,3-dimethylbut-1-ynyl)-7-methoxy-5′H-spiro[chromeno[2,3-b]pyridine-5,4′-oxazol]-2′-amine). RXN SMILES: Br[C:2]1[CH:3]=[C:4]2[C:15]3([CH2:19][O:18][C:17]([NH2:20])=[N:16]3)[C:14]3[C:9](=[CH:10][CH:11]=[C:12]([O:21][CH3:22])[CH:13]=3)[O:8][C:5]2=[N:6][CH:7]=1.CN(C=O)C.[CH3:28][C:29]([CH3:33])([CH3:32])[C:30]#[CH:31].C(NC(C)C)(C)C>O.C1C=CC([P]([Pd]([P](C2C=CC=CC=2)(C2C=CC=CC=2)C2C=CC=CC=2)([P](C2C=CC=CC=2)(C2C=CC=CC=2)C2C=CC=CC=2)[P](C2C=CC=CC=2)(C2C=CC=CC=2)C2C=CC=CC=2)(C2C=CC=CC=2)C2C=CC=CC=2)=CC=1.[Cu]I.C(OCC)(=O)C>[CH3:28][C:29]([CH3:33])([CH3:32])[C:30]#[C:31][C:2]1[CH:3]=[C:4]2[C:15]3([CH2:19][O:18][C:17]([NH2:20])=[N:16]3)[C:14]3[C:9](=[CH:10][CH:11]=[C:12]([O:21][CH3:22])[CH:13]=3)[O:8][C:5]2=[N:6][CH:7]=1 |^1:45,47,66,85|. Reported procedure: Combined 3-bromo-7-methoxy-5′H-spiro[chromeno[2,3-b]pyridine-5,4′-oxazol]-2′-amine (104186-10-peak 1) (500 mg, 1.381 mmol), tetrakis(triphenylphosphine)palladium (160 mg, 0.138 mmol), copper(i) iodide (52.6 mg, 0.276 mmol). Added DMF (6903 μL, 1.381 mmol), 3,3-dimethylbut-1-yne (340 mg, 4.14 mmol) and diisopropylamine (4837 μL, 34.5 mmol), flushed with argon, sealed and heated at 90° C. for 2 hours. The reaction was diluted with water (100 mL) and poured into a separatory funnel containing ethyl... Reactants: NC1=NC(=C(C(=N1)C=1OC=CC1)C#N)S(=O)C (2-amino-4-furan-2-yl-6-methanesulfinyl-pyrimidine-5-carbonitrile), OC1CN(CCC1)C (3-hydroxy-1-methylpiperidine), C1CCC2=NCCCN2CC1 (DBU). Solvent: COCCOC (DME). The product is NC1=NC(=C(C(=N1)C=1OC=CC1)C#N)OC1CN(CCC1)C ((RS)-2-Amino-4-furan-2-yl-6-(1-methyl-piperidin-3-yloxy)-pyrimidine-5-carbonitrile). As a reaction SMILES: [NH2:1][C:2]1[N:7]=[C:6]([C:8]2[O:9][CH:10]=[CH:11][CH:12]=2)[C:5]([C:13]#[N:14])=[C:4](S(C)=O)[N:3]=1.[OH:18][CH:19]1[CH2:24][CH2:23][CH2:22][N:21]([CH3:25])[CH2:20]1.C1CCN2C(=NCCC2)CC1>COCCOC>[NH2:1][C:2]1[N:7]=[C:6]([C:8]2[O:9][CH:10]=[CH:11][CH:12]=2)[C:5]([C:13]#[N:14])=[C:4]([O:18][CH:19]2[CH2:24][CH2:23][CH2:22][N:21]([CH3:25])[CH2:20]2)[N:3]=1. Procedure details: From 2-amino-4-furan-2-yl-6-methanesulfinyl-pyrimidine-5-carbonitrile, 3-hydroxy-1-methylpiperidine and DBU in DME. ES-MS m/e (%): 300 (M+H+, 100). The reactants are CCCC[SnH](CCCC)CCCC, C1CCOC1, CC1(O)CC(=O)OC(CCc2ccc(OCc3ccc(F)cc3)cc2)C1Br. Yields the product CC1(O)CC(=O)OC(CCc2ccc(OCc3ccc(F)cc3)cc2)C1. As a reaction SMILES: [CH2:28]([SnH:29]([CH2:30][CH2:31][CH2:32][CH3:33])[CH2:34][CH2:35][CH2:36][CH3:37])[CH2:38][CH2:39][CH3:40].[O:41]1[CH2:42][CH2:43][CH2:44][CH2:45]1.[OH:1][C:2]1([CH3:27])[CH2:3][C:4](=[O:5])[O:6][CH:7]([CH2:10][CH2:11][c:12]2[cH:13][cH:14][c:15]([O:18][CH2:19][c:20]3[cH:21][cH:22][c:23]([F:26])[cH:24][cH:25]3)[cH:16][cH:17]2)[CH:8]1[Br:9]>>[OH:1][C:2]1([CH3:27])[CH2:3][C:4](=[O:5])[O:6][CH:7]([CH2:10][CH2:11][c:12]2[cH:13][cH:14][c:15]([O:18][CH2:19][c:20]3[cH:21][cH:22][c:23]([F:26])[cH:24][cH:25]3)[cH:16][cH:17]2)[CH2:8]1. As a reaction SMILES: [CH3:1][C:2]1[C:6]2[CH:7]=[C:8]3[C:13]4([C:21]5[C:16](=[CH:17][CH:18]=[CH:19][CH:20]=5)[NH:15][C:14]4=[O:22])[CH2:12][O:11][C:9]3=[CH:10][C:5]=2ON=1.Br[CH2:24][C:25]1[CH:30]=[CH:29][CH:28]=[CH:27][N:26]=1.BrCC1OC(C(F)(F)F)=CC=1>>[CH3:5][C:6]1[C:2]([CH3:1])=[CH:10][C:9]2[O:11][CH2:12][C:13]3([C:21]4[C:16](=[CH:17][CH:18]=[CH:19][CH:20]=4)[N:15]([CH2:24][C:25]4[CH:30]=[CH:29][CH:28]=[CH:27][N:26]=4)[C:14]3=[O:22])[C:8]=2[CH:7]=1. Reactants: 5,6-dimethyl-1-(tetrahydro-2H-pyran-4-ylmethyl)spiro[1-benzofuran-3,3′-indol]-2′(1′H)-one, BrCC=1OC(=CC1)C(F)(F)F (2-(bromomethyl)-5-(trifluoromethyl)furan), CC1=NOC2=C1C=C1C(=C2)OCC12C(NC1=CC=CC=C21)=O (3-methylspiro[furo[3,2-f][1,2]benzisoxazole-5,3′-indol]-2′(1′H)-one), BrCC1=NC=CC=C1 (2-(bromomethyl)pyridine). Procedure details: Following the procedure as described in EXAMPLE 9 and making non-critical variations using 5,6-dimethyl-1-(tetrahydro-2H-pyran-4-ylmethyl)spiro[1-benzofuran-3,3′-indol]-2′(1′H)-one to replace 3-methylspiro[furo[3,2-f][1,2]benzisoxazole-5,3′-indol]-2′(1′H)-one, and 2-(bromomethyl)pyridine to replace 2-(bromomethyl)-5-(trifluoromethyl)furan, 5,6-dimethyl-1′-(pyridin-2-ylmethyl)spiro[1-benzofuran-3,3′-indol]-2′(1′H)-one was obtained (76%) as a colorless solid: mp 165-168° C. (ethyl acetate/hexanes)... Yields the product CC=1C(=CC2=C(C1)C1(C(N(C3=CC=CC=C13)CC1=NC=CC=C1)=O)CO2)C (5,6-dimethyl-1′-(pyridin-2-ylmethyl)spiro[1-benzofuran-3,3′-indol]-2′(1′H)-one). The product is CC(C)(C)N(CCCCl)C(C)(C)C. Reaction SMILES: [Br:16][CH2:17][CH2:18][CH2:19][Cl:20].[C:7]([CH3:8])([CH3:9])([CH3:10])[NH:11][C:12]([CH3:13])([CH3:14])[CH3:15].[CH2:21]1[CH2:22][CH2:23][CH2:24][CH2:25][CH2:26]1.[K+:1].[K+:2].[O-:3][C:4]([O-:5])=[O:6]>>[C:7]([CH3:8])([CH3:9])([CH3:10])[N:11]([C:12]([CH3:13])([CH3:14])[CH3:15])[CH2:17][CH2:18][CH2:19][Cl:20]. Reactants: ClCCCBr, CC(C)(C)NC(C)(C)C, C1CCCCC1, [K+], [K+], O=C([O-])[O-].